Task: describe an organic reaction: reactants, conditions, products, and yield. Dataset: the Open Reaction Database (ORD), a public repository of structured organic reaction records Starting materials: Cl.NO (hydroxylamine hydrochloride), [N+](=O)([O-])C1=C(C=CC=C1)C (o-nitrotoluene), C(C(=O)OCC)(=O)OCC (diethyl oxalate), [OH-].[Na+] (sodium hydroxide), C[O-].[Na+] (sodium methoxide), Cl (hydrochloric acid). The solvent is O (water), O (water), C(C)O (ethanol). Run at time 1 hour. The product is [N+](=O)([O-])C1=C(C=CC=C1)CC(C(=O)O)=NO (2-nitrophenylpyruvic acid oxime). RXN SMILES: C[O-].[Na+].[N+:4]([C:7]1[CH:12]=[CH:11][CH:10]=[CH:9][C:8]=1[CH3:13])([O-:6])=[O:5].[C:14](OCC)(=O)[C:15]([O:17]CC)=[O:16].Cl.[NH2:25][OH:26].[OH-].[Na+].Cl>O.C(O)C>[N+:4]([C:7]1[CH:12]=[CH:11][CH:10]=[CH:9][C:8]=1[CH2:13][C:14](=[N:25][OH:26])[C:15]([OH:17])=[O:16])([O-:6])=[O:5] |f:0.1,4.5,6.7|. Reported procedure: Absolute ethanol (24,000 ml) and 3,240 g (60.0 moles) of sodium methoxide were charged into a 20 gallon reaction flask. The solution was stirred under nitrogen while a solution of 8228.4 g (60.0 moles) of o-nitrotoluene and 8768.4 g (60.0 moles) of diethyl oxalate was added all at once. The resulting solution was heated at reflux for 25 minutes, cooled to 60° with an ice-bath and 18,000 ml of water were cautiously added. Heat was then applied and the mixture was held at the reflux temperature fo... Reactants: O=C([O-])[O-], CCOC(=O)CC1OB(O)c2cc(O)cc(F)c21, CI, [K+], [K+], CN(C)C=O. Yields the product CCOC(=O)CC1OB(O)c2cc(OC)cc(F)c21. As a reaction SMILES: [C:19](=[O:20])([O-:21])[O-:22].[CH2:1]([CH3:2])[O:3][C:4]([CH2:5][CH:6]1[c:7]2[c:8]([cH:12][c:13]([OH:17])[cH:14][c:15]2[F:16])[B:9]([OH:11])[O:10]1)=[O:18].[I:25][CH3:26].[K+:23].[K+:24].[O:27]=[CH:28][N:29]([CH3:30])[CH3:31]>>[CH2:1]([CH3:2])[O:3][C:4]([CH2:5][CH:6]1[c:7]2[c:8]([cH:12][c:13]([O:17][CH3:19])[cH:14][c:15]2[F:16])[B:9]([OH:11])[O:10]1)=[O:18]. The reactants are Cl[Pt-2](Cl)(Cl)Cl.[K+].[K+] (potassium tetrachloroplatinite), NC1C(CCCC1)N (1,2-diaminocyclohexane), [OH-].[Na+] (NaOH), Cl.NN (hydrazine hydrochloride), [Cl-].[K+] (Potassium chloride), Cl[Pt-2](Cl)(Cl)(Cl)(Cl)Cl.[K+].[K+] (potassium hexachloroplatinate(IV)), Cl[Pt-2](Cl)(Cl)Cl.[K+].[K+] (potassium tetrachloroplatinite). Reaction conditions: time 8 hour. Product: C1CCC(C(C1)[NH-])[NH-].Cl[Pt+2]Cl (dichloro(1,2-diaminocyclohexane)platinum). Yield: 64.0%. RXN SMILES: [Cl-].[K+].[Cl:3][Pt-2:4](Cl)(Cl)(Cl)(Cl)[Cl:5].[K+].[K+].Cl[Pt-2](Cl)(Cl)Cl.[K+].[K+].Cl.NN.[NH2:22][CH:23]1[CH2:28][CH2:27][CH2:26][CH2:25][CH:24]1[NH2:29].[OH-].[Na+]>>[CH2:27]1[CH2:28][CH:23]([NH-:22])[CH:24]([NH-:29])[CH2:25][CH2:26]1.[Cl:3][Pt+2:4][Cl:5] |f:0.1,2.3.4,5.6.7,8.9,11.12,13.14|. Procedure: An 8 gram portion of platinum metal was digested in 250 ml of aqua regia to form chloroplatinic acid. Potassium chloride (12 g) solution was added to immediately precipitate potassium hexachloroplatinate(IV) which was subsequently reduced to potassium tetrachloroplatinite (II) with 2 grams of hydrazine hydrochloride. To the red aqueous solution of potassium tetrachloroplatinite was added 6 ml of 1,2-diaminocyclohexane (Aldrich) and enough 0.5N NaOH to adjust the pH to 7. After overnight stirring...